From a dataset of the Open Reaction Database (ORD), a public repository of structured organic reaction records. describe an organic reaction: reactants, conditions, products, and yield The product is ICC1(CC=2C(=C(C=3CC(N(C3C2C)C=O)(C)C)C)O1)C (2,3,6,7-Tetrahydro-2-(iodomethyl)-2,4,6,6,8-pentamethyl-5H-furo[2,3-f]indole-5-carbaldehyde). Isolated yield 86.5%. As a reaction SMILES: [OH:1][C:2]1[C:3]([CH3:20])=[C:4]2[C:8](=[C:9]([CH3:15])[C:10]=1[CH2:11][C:12]([CH3:14])=[CH2:13])[N:7]([CH:16]=[O:17])[C:6]([CH3:19])([CH3:18])[CH2:5]2.C(=O)([O-])[O-].[Ca+2].[I:26](Cl)(=O)=O.I(Cl)(=O)=O.C([N+](C)(C)C)C1C=CC=CC=1>ClCCl.CO>[I:26][CH2:13][C:12]1([CH3:14])[O:1][C:2]2=[C:3]([CH3:20])[C:4]3[CH2:5][C:6]([CH3:19])([CH3:18])[N:7]([CH:16]=[O:17])[C:8]=3[C:9]([CH3:15])=[C:10]2[CH2:11]1 |f:1.2,3.4.5|. The solvent is ClCCl (dichloromethane), CO (methanol). Reaction conditions: time 15 minute. Starting materials: OC=1C(=C2CC(N(C2=C(C1CC(=C)C)C)C=O)(C)C)C (2,3-dihydro-5-hydroxy-2,2,4,7-tetramethyl-6-(2-methyl-2-propenyl)-1H-indole-1-carbaldehyde), C([O-])([O-])=O.[Ca+2] (calcium carbonate), I(=O)(=O)Cl.I(=O)(=O)Cl.C(C1=CC=CC=C1)[N+](C)(C)C (benzyltrimethylammonium dichloroiodate). Procedure: To a solution of 2,3-dihydro-5-hydroxy-2,2,4,7-tetramethyl-6-(2-methyl-2-propenyl)-1H-indole-1-carbaldehyde (1.90 g, 6.95 mmol) in dichloromethane (20 ml) and methanol (10 ml) were added calcium carbonate (0.90 g, 9.0 mmol) and benzyltrimethylammonium dichloroiodate (2.66 g, 7.64 mmol), and stirred for 15 minutes at room temperature. The reaction mixture was filtered and concentrated under reduced pressure. To the residue was added a 5% aqueous solution of sodium hydrogen sulfite (15 ml), and ex... Reactants: O[C@H]1[C@H]2[C@@H]3CC[C@H]([C@@H](CCC(=O)O)C)[C@]3(C(C[C@@H]2[C@]2(CCC(C[C@H]2C1)=O)C)=O)C (7α-hydroxy-3,12-diketo-5β-cholanic acid), S(=O)(=O)(C1=CC=C(C)C=C1)Cl (tosyl chloride), Cl (hydrochloric acid). The solvent is N1=CC=CC=C1 (pyridine). Product: O=C1CC2CC[C@H]3[C@@H]4CC[C@H]([C@@H](C=CC(=O)O)C)[C@]4(C(C[C@@H]3[C@]2(CC1)C)=O)C (3,12-diketo-cholenic acid). Yield: 87.2%. Reaction SMILES: O[C@@H:2]1[CH2:25][C@H:24]2[C@:19]([CH3:27])([CH2:20][CH2:21][C:22](=[O:26])[CH2:23]2)[C@@H:18]2[C@@H:3]1[C@H:4]1[C@:15]([CH3:29])([C:16](=[O:28])[CH2:17]2)[C@@H:7]([C@H:8]([CH3:14])[CH2:9][CH2:10][C:11]([OH:13])=[O:12])[CH2:6][CH2:5]1.S(Cl)(C1C=CC(C)=CC=1)(=O)=O.Cl>N1C=CC=CC=1>[O:26]=[C:22]1[CH2:21][CH2:20][C@@:19]2([CH3:27])[CH:24]([CH2:25][CH2:2][C@@H:3]3[C@@H:18]2[CH2:17][C:16](=[O:28])[C@@:15]2([CH3:29])[C@H:4]3[CH2:5][CH2:6][C@@H:7]2[C@H:8]([CH3:14])[CH:9]=[CH:10][C:11]([OH:13])=[O:12])[CH2:23]1. Procedure: In a three-necked (round bottom) flask, 7α-hydroxy-3,12-diketo-5β-cholanic acid (3 g) obtained in the above examples was dissolved in pyridine (70 ml) and added thereto tosyl chloride (1 mol). The resulting mixture was reacted at 0° C. for 1 hour and then, refluxed for 5 hours. After reflux, 3 N aqueous hydrochloric acid was added and the reaction mixture was extracted with ether (100 ml). Ether was distilled off from the extract under a reduced pressure to give Δ6 - and/or Δ7 -3,12-diketo-chole... Reactants: N(=NC(C(=O)OC)(C)C)C(C(=O)OC)(C)C (V-601), [Cl-].[Na+] (sodium chloride), NCCNCCO (2-(2-aminoethylamino)ethanol), CO[Na] (CH3ONa). The solvent is CO (methanol). Reaction conditions: time 8 hour. Product: N(=NC(C(=O)NCCNCCO)(C)C)C(C(=O)NCCNCCO)(C)C (2,2'-azobis [N-(2-hydroxyethylamino)ethyl-2-methylpropionamide ]). Isolated yield 91.5%. RXN SMILES: [N:1]([C:10]([CH3:16])([CH3:15])[C:11]([O:13]C)=O)=[N:2][C:3]([CH3:9])([CH3:8])[C:4]([O:6]C)=O.[NH2:17][CH2:18][CH2:19][NH:20][CH2:21][CH2:22][OH:23].[CH3:24][O:25][Na].[Cl-].[Na+]>CO>[N:2]([C:3]([CH3:8])([CH3:9])[C:4]([NH:17][CH2:18][CH2:19][NH:20][CH2:21][CH2:24][OH:25])=[O:6])=[N:1][C:10]([CH3:16])([CH3:15])[C:11]([NH:17][CH2:18][CH2:19][NH:20][CH2:21][CH2:22][OH:23])=[O:13] |f:3.4|. Reported procedure: To a constantly stirred mixture comprising 23.0 g of V-601, 22.9 g of 2-(2-aminoethylamino)ethanol and 5 ml of methanol, 4.7 g of 28% CH3ONa was added dropwise. The reaction was carried out with stirring at room temperature for 8 hours. After standing overnight, the reaction mixture was mixed with 50 ml of saturated sodium chloride solution, and extracted with 100 ml of dichloromethane. The organic layer was dried over anhydrous magnesium sulfate and solvent was distilled off, and there was obta... The reactants are C(C1=CC=CC=C1)N1CCC(CC1)(O)C1=CC=C(C=C1)C (1-benzyl-4-p-tolyl-piperidin-4-ol). The reagents and catalysts are [Pd] (Pd—C). Run in CCOC(=O)C (EtOAc). Run at time 20 hour. Yields the product C1(=CC=C(C=C1)C1(CCNCC1)O)C (4-p-Tolyl-piperidin-4-ol). Reaction SMILES: C([N:8]1[CH2:13][CH2:12][C:11]([C:15]2[CH:20]=[CH:19][C:18]([CH3:21])=[CH:17][CH:16]=2)([OH:14])[CH2:10][CH2:9]1)C1C=CC=CC=1>CCOC(C)=O.[Pd]>[C:18]1([CH3:21])[CH:17]=[CH:16][C:15]([C:11]2([OH:14])[CH2:10][CH2:9][NH:8][CH2:13][CH2:12]2)=[CH:20][CH:19]=1. Procedure details: A mixture of 1-benzyl-4-p-tolyl-piperidin-4-ol (350 mg, 1.243 mmol), and Pd—C 10% (55 mg) in EtOAc (7 mL) is hydrogenated at room temperature and atmospheric pressure for 20 h. The mixture is filtered over Celite, and the filtrate is evaporated to provide the title compound. Starting materials: C1(CCCC1)N (Cyclopentylamine), ClC1=NC=CC(=N1)C1=CC(=NC=C1)Cl (2-chloro-4-(2-chloro-4-pyridinyl)pyrimidine), product. Product: ClC1=NC=CC(=C1)C1=NC(=NC=C1)NC1CCCC1 (4-(2-chloro-4-pyridinyl)-N-cyclopentyl-2-pyrimidinamine). As a reaction SMILES: [CH:1]1([NH2:6])[CH2:5][CH2:4][CH2:3][CH2:2]1.Cl[C:8]1[N:13]=[C:12]([C:14]2[CH:19]=[CH:18][N:17]=[C:16]([Cl:20])[CH:15]=2)[CH:11]=[CH:10][N:9]=1>>[Cl:20][C:16]1[CH:15]=[C:14]([C:12]2[CH:11]=[CH:10][N:9]=[C:8]([NH:6][CH:1]3[CH2:5][CH2:4][CH2:3][CH2:2]3)[N:13]=2)[CH:19]=[CH:18][N:17]=1. Procedure details: Cyclopentylamine (3 mL) was combined with 2-chloro-4-(2-chloro-4-pyridinyl)pyrimidine (i.e., the product of Example 6, Step A) (300 mg, 1.3 mmol) and stirred at 55° C. for 2 hours. The resulting suspension was filtered, and the collected solid was oven dried at 50° C. in vacuo to give 340 mg of the title compound as a brown solid. The reactants are C(C1=CC=CC=C1)NC1=C2N=CN(C2=NC(=N1)F)C(C)C (benzyl-(2-fluoro-9-isopropyl-9H-purin-6-yl)-amine), CCN(C(C)C)C(C)C (DIEA), N[C@@H](C(C(C)(C)C)O)CC ((3RS,4R)-4-amino-2,2-dimethyl-hexan-3-ol). The solvent is CCCCO.CS(=O)C (n-BuOH DMSO). Run at time 72 hour. The product is C(C1=CC=CC=C1)NC1=C2N=CN(C2=NC(=N1)N[C@@H](C(C(C)(C)C)O)CC)C(C)C ((3RS,4R)-4-(6-Benzylamino-9-isopropyl-9H-purin-2-ylamino)-2,2-dimethyl-hexan-3-ol). RXN SMILES: [CH2:1]([NH:8][C:9]1[N:17]=[C:16](F)[N:15]=[C:14]2[C:10]=1[N:11]=[CH:12][N:13]2[CH:19]([CH3:21])[CH3:20])[C:2]1[CH:7]=[CH:6][CH:5]=[CH:4][CH:3]=1.CCN(C(C)C)C(C)C.[NH2:31][C@H:32]([CH2:39][CH3:40])[CH:33]([OH:38])[C:34]([CH3:37])([CH3:36])[CH3:35]>CCCCO.CS(C)=O>[CH2:1]([NH:8][C:9]1[N:17]=[C:16]([NH:31][C@H:32]([CH2:39][CH3:40])[CH:33]([OH:38])[C:34]([CH3:37])([CH3:36])[CH3:35])[N:15]=[C:14]2[C:10]=1[N:11]=[CH:12][N:13]2[CH:19]([CH3:21])[CH3:20])[C:2]1[CH:7]=[CH:6][CH:5]=[CH:4][CH:3]=1 |f:3.4|. Procedure details: To a stirred solution of benzyl-(2-fluoro-9-isopropyl-9H-purin-6-yl)-amine (40 mg, 1 eq, 0.14 mmol) in n-BuOH/DMSO (5 mL, 4:1) at room temperature under an argon atmosphere was added DIEA (0.12 mL, 4.9 eq, 0.69 mmol) followed by (3RS,4R)-4-amino-2,2-dimethyl-hexan-3-ol (69 mg, 3.4 eq, 0.48 mmol). The reaction mixture was placed in a preheated oil bath at 140° C. and stirred at this temperature for 72 h. The reaction mixture was allowed to cool to room temperature and the solvent was evaporated i... Yield: 116.7%. Yields the product C1(=CC=CC=C1)C1=C(C(=CC=C1)C1=CC=CC=C1)NC=1C(CCCC1)=O (2-((1,1′:3′,1″-terphenyl)-2′-ylamino)-2-cyclohexen-1-one). Reported procedure: Follow a procedure similar to that of Preparation 2 except use 1,2-cyclohexanedione (1.0099 g, 9.0065 mmol); 2,6-diphenylaniline (2.2258 g, 9.0731 mmol); toluene (22 mL); p-toluenesulfonic acid monohydrate (0.0859 g, 0.4516 mmol); reflux reaction mixture for 2.3 hours; to isolate 3.5678 g of a brown thick oil. Purify the thick oil be chromatography using a Biotage SNAP 50 g KP-Sil column, loading the thick oil with small amount of 4% ethyl acetate/96% hexanes and 100% ethyl acetate and eluting w... The reactants are C1(C(CCCC1)=O)=O (1,2-cyclohexanedione), C1(=CC=CC=C1)C1=C(N)C(=CC=C1)C1=CC=CC=C1 (2,6-diphenylaniline). Reagents/catalysts: O.C1(=CC=C(C=C1)S(=O)(=O)O)C (p-toluenesulfonic acid monohydrate). RXN SMILES: [C:1]1(=[O:8])[CH2:6][CH2:5][CH2:4][CH2:3][C:2]1=O.[C:9]1([C:15]2[CH:21]=[CH:20][CH:19]=[C:18]([C:22]3[CH:27]=[CH:26][CH:25]=[CH:24][CH:23]=3)[C:16]=2[NH2:17])[CH:14]=[CH:13][CH:12]=[CH:11][CH:10]=1>O.C1(C)C=CC(S(O)(=O)=O)=CC=1.C1(C)C=CC=CC=1>[C:22]1([C:18]2[CH:19]=[CH:20][CH:21]=[C:15]([C:9]3[CH:10]=[CH:11][CH:12]=[CH:13][CH:14]=3)[C:16]=2[NH:17][C:2]2[C:1](=[O:8])[CH2:6][CH2:5][CH2:4][CH:3]=2)[CH:27]=[CH:26][CH:25]=[CH:24][CH:23]=1 |f:2.3|. The solvent is C1(=CC=CC=C1)C (toluene). Starting materials: C(CC(O)(C(=O)O)CC(=O)O)(=O)O (citric acid), ClC=1C=CC2=C([C@H](CNCC2)C)C1 ((R)-8-chloro-1-methyl-2,3,4,5-tetrahydro-1H-3-benzazepine), CO (MeOH). Solvent: C(C)(=O)OC(C)C (isopropyl acetate). The product is O.C(CC(O)(C(=O)O)CC(=O)O)(=O)O.ClC=1C=CC2=C([C@H](CNCC2)C)C1.ClC=1C=CC2=C([C@H](CNCC2)C)C1.C(CC(O)(C(=O)O)CC(=O)O)(=O)O ((R)-8-Chloro-1-methyl-2,3,4,5-tetrahydro-1H-3-benzazepine citrate salt hemihydrate). RXN SMILES: [C:1]([OH:13])(=[O:12])[CH2:2][C:3]([CH2:8][C:9]([OH:11])=[O:10])([C:5]([OH:7])=[O:6])[OH:4].[Cl:14][C:15]1[CH:16]=[CH:17][C:18]2[CH2:24][CH2:23][NH:22][CH2:21][C@H:20]([CH3:25])[C:19]=2[CH:26]=1.CO>C(OC(C)C)(=O)C>[OH2:4].[C:1]([OH:13])(=[O:12])[CH2:2][C:3]([CH2:8][C:9]([OH:11])=[O:10])([C:5]([OH:7])=[O:6])[OH:4].[Cl:14][C:15]1[CH:16]=[CH:17][C:18]2[CH2:24][CH2:23][NH:22][CH2:21][C@H:20]([CH3:25])[C:19]=2[CH:26]=1.[Cl:14][C:15]1[CH:16]=[CH:17][C:18]2[CH2:24][CH2:23][NH:22][CH2:21][C@H:20]([CH3:25])[C:19]=2[CH:26]=1.[C:1]([OH:13])(=[O:12])[CH2:2][C:3]([CH2:8][C:9]([OH:11])=[O:10])([C:5]([OH:7])=[O:6])[OH:4] |f:4.5.6.7.8|. Reported procedure: (R)-8-Chloro-1-methyl-2,3,4,5-tetrahydro-1H-3-benzazepine citrate salt hemihydrate was prepared by dropwise addition of 1 mole equivalent of citric acid in hot MeOH to a solution of (R)-8-chloro-1-methyl-2,3,4,5-tetrahydro-1H-3-benzazepine in isopropyl acetate. Precipitation occurred spontaneously. (R)-8-Chloro-1-methyl-2,3,4,5-tetrahydro-1H-3-benzazepine citrate salt hemihydrate had a dehydration onset temperature by DSC of about 80° C. The reactants are FC1=C(C=CC=C1F)[C@@H]1CC[C@H](C(N(C1)CC(F)(F)F)=O)NC(=O)N1CCC(CC1)N1C(NC2=NC=CC=C21)=O (N-[(3R,6S)-6-(2,3-difluorophenyl)-2-oxo-1-(2,2,2-trifluoroethyl)azepan-3-yl]-4-(2-oxo-2,3-dihydro-1H-imidazo[4,5-b]pyri din-1-yl)piperidine-1-carboxamide), [K] (potassium), P(=O)(OCC1=CC=CC=C1)(OCC1=CC=CC=C1)OCCl (dibenzyl chloromethyl phosphate). Conditions: time 4 hour. Product: P(=O)(OCC1=CC=CC=C1)(OCC1=CC=CC=C1)OCN1C(N(C=2C1=NC=CC2)C2CCN(CC2)C(=O)N[C@H]2C(N(C[C@@H](CC2)C2=C(C(=CC=C2)F)F)CC(F)(F)F)=O)=O (Dibenzyl {1-[1-({[(3R,6S)-6-(2,3-difluorophenyl)-2-oxo-1-(2,2,2-trifluoroethyl)azepan-3-yl]amino}carbonyl)piperidin-4-yl]-2-oxo-1,2-dihydro-3H-imidazo[4,5-b]pyridin-3-yl}methyl phosphate). RXN SMILES: [F:1][C:2]1[C:7]([F:8])=[CH:6][CH:5]=[CH:4][C:3]=1[C@H:9]1[CH2:15][N:14]([CH2:16][C:17]([F:20])([F:19])[F:18])[C:13](=[O:21])[C@H:12]([NH:22][C:23]([N:25]2[CH2:30][CH2:29][CH:28]([N:31]3[C:39]4[C:34](=[N:35][CH:36]=[CH:37][CH:38]=4)[NH:33][C:32]3=[O:40])[CH2:27][CH2:26]2)=[O:24])[CH2:11][CH2:10]1.[K].[P:42]([O:60][CH2:61]Cl)([O:52][CH2:53][C:54]1[CH:59]=[CH:58][CH:57]=[CH:56][CH:55]=1)([O:44][CH2:45][C:46]1[CH:51]=[CH:50][CH:49]=[CH:48][CH:47]=1)=[O:43]>>[P:42]([O:60][CH2:61][N:33]1[C:34]2=[N:35][CH:36]=[CH:37][CH:38]=[C:39]2[N:31]([CH:28]2[CH2:29][CH2:30][N:25]([C:23]([NH:22][C@@H:12]3[CH2:11][CH2:10][C@@H:9]([C:3]4[CH:4]=[CH:5][CH:6]=[C:7]([F:8])[C:2]=4[F:1])[CH2:15][N:14]([CH2:16][C:17]([F:18])([F:19])[F:20])[C:13]3=[O:21])=[O:24])[CH2:26][CH2:27]2)[C:32]1=[O:40])([O:44][CH2:45][C:46]1[CH:47]=[CH:48][CH:49]=[CH:50][CH:51]=1)([O:52][CH2:53][C:54]1[CH:59]=[CH:58][CH:57]=[CH:56][CH:55]=1)=[O:43] |^1:40|. Procedure: To a stirred solution of N-[(3R,6S)-6-(2,3-difluorophenyl)-2-oxo-1-(2,2,2-trifluoroethyl)azepan-3-yl]-4-(2-oxo-2,3-dihydro-1H-imidazo[4,5-b]pyri din-1-yl)piperidine-1-carboxamide, potassium salt, [Burgey et al. U.S. Pat. No. 6,953,790 B2] (1.00 g, 1.65 mmol) in anhydrous, degassed DMF (200 mL) at ambient temperature was added dibenzyl chloromethyl phosphate [Mäntylä et al. Tetrahedron Lett. 2002, 43, 3793] (0.54 g, 1.65 mmol). The resulting mixture was stirred at ambient temperature for 4 h, fil... Reactants: C1CCOC1, C[Si](C)(C)CCO, [Cl-], Clc1ccc(Cl)nn1, [H-], [NH4+], [Na+], O. Yields the product C[Si](C)(C)CCOc1ccc(Cl)nn1. As a reaction SMILES: [CH2:20]1[O:21][CH2:22][CH2:23][CH2:24]1.[CH3:1][Si:2]([CH2:3][CH2:4][OH:5])([CH3:6])[CH3:7].[Cl-:18].[Cl:10][c:11]1[n:12][n:13][c:14]([Cl:17])[cH:15][cH:16]1.[H-:8].[NH4+:19].[Na+:9].[OH2:25]>>[CH3:1][Si:2]([CH2:3][CH2:4][O:5][c:14]1[n:13][n:12][c:11]([Cl:10])[cH:16][cH:15]1)([CH3:6])[CH3:7].